From a dataset of the Open Reaction Database (ORD), a public repository of structured organic reaction records. describe an organic reaction: reactants, conditions, products, and yield The product is ClC=1C=C(CC=2NC(C(=C(N2)NCCC)C#N)=O)C=CC1 (2-(3-Chlorobenzyl)-6-oxo-4-(propylamino)-1,6-dihydropyrimidine-5-carbonitrile). RXN SMILES: [Cl:1][C:2]1[CH:3]=[C:4]([CH:17]=[CH:18][CH:19]=1)[CH2:5][C:6]1[NH:7][C:8](=[O:16])[C:9]([C:14]#[N:15])=[C:10](SC)[N:11]=1.[CH2:20]([NH2:23])[CH2:21][CH3:22]>>[Cl:1][C:2]1[CH:3]=[C:4]([CH:17]=[CH:18][CH:19]=1)[CH2:5][C:6]1[NH:7][C:8](=[O:16])[C:9]([C:14]#[N:15])=[C:10]([NH:23][CH2:20][CH2:21][CH3:22])[N:11]=1. Procedure details: In analogy to the preparation of Example 1, 100 mg (0.34 mmol) of 2-(3-chlorobenzyl)-4-(methylsulphanyl)-6-oxo-1,6-dihydropyrimidine-5-carbonitrile are reacted with 203 mg (3.43 mmol) of n-propylamine to give 12 mg (12% of theory) of the title compound. Reactants: ClC=1C=C(CC=2NC(C(=C(N2)SC)C#N)=O)C=CC1 (2-(3-chlorobenzyl)-4-(methylsulphanyl)-6-oxo-1,6-dihydropyrimidine-5-carbonitrile), C(CC)N (n-propylamine). Reactants: O.[S-2].[Na+].[Na+] (sodium sulfide hydrate), CC1=CC=C(CCl)C=C1 (4-methylbenzyl chloride). The reagents and catalysts are S(=O)(=O)(O)[O-].C(CCC)[N+](CCCC)(CCCC)CCCC (tetrabutylammonium hydrogen sulfate). The solvent is O (water). Conditions: time 0.5 hour. Product: CC1=CC=C(CSCC2=CC=C(C=C2)C)C=C1 (di-(p-methylbenzyl) sulfide). Yield: 94.9%. Reaction SMILES: O.[S-2:2].[Na+].[Na+].[CH3:5][C:6]1[CH:13]=[CH:12][C:9]([CH2:10]Cl)=[CH:8][CH:7]=1>S([O-])(O)(=O)=O.C([N+](CCCC)(CCCC)CCCC)CCC.O>[CH3:5][C:6]1[CH:13]=[CH:12][C:9]([CH2:10][S:2][CH2:5][C:6]2[CH:13]=[CH:12][C:9]([CH3:10])=[CH:8][CH:7]=2)=[CH:8][CH:7]=1 |f:0.1.2.3,5.6|. Procedure details: A solution of 269.0 g (1.12 mol) of sodium sulfide hydrate and 12.0 g of tetrabutylammonium hydrogen sulfate (phase transfer catalyst) in 300 ml of water is introduced into a reaction vessel provided with a stirrer and thermometer. 212.6 g (1.52 mol) of 4-methylbenzyl chloride are added dropwise at below 40° C. in the course of 30 minutes (min), while stirring intensively. The reaction mixture is stirred at room temperature (RT) for 4 1/2 hours (h) and then at 50°-60° C. for 1/2 h. The reaction ... Starting materials: O1C(=CC=C1)C(=O)C=1C=NN2C1N=CC=C2C=2C=C(C=CC2)NC(=O)C2CC2 (N-[3-[3-(2-furanylcarbonyl)pyrazolo[1,5-a]pyrimidin-7-yl]phenyl]cyclopropanecarboxamide), [H-].[Na+] (sodium hydride), CI (methyl iodide). The reagents and catalysts are C(C)(=O)O (acetic acid). Run in CN(C=O)C (dimethylformamide). Run at time 1 hour. The product is O1C(=CC=C1)C(=O)C=1C=NN2C1N=CC=C2C=2C=C(C=CC2)N(C(=O)C2CC2)C (N-[3-[3-(2-Furanylcarbonyl)pyrazolo[1,5-a]pyrimidin-7-yl]phenyl]-N-methylcyclopropanecarboxamide). As a reaction SMILES: [O:1]1[CH:5]=[CH:4][CH:3]=[C:2]1[C:6]([C:8]1[CH:9]=[N:10][N:11]2[C:16]([C:17]3[CH:18]=[C:19]([NH:23][C:24]([CH:26]4[CH2:28][CH2:27]4)=[O:25])[CH:20]=[CH:21][CH:22]=3)=[CH:15][CH:14]=[N:13][C:12]=12)=[O:7].[H-].[Na+].[CH3:31]I>CN(C)C=O.C(O)(=O)C>[O:1]1[CH:5]=[CH:4][CH:3]=[C:2]1[C:6]([C:8]1[CH:9]=[N:10][N:11]2[C:16]([C:17]3[CH:18]=[C:19]([N:23]([CH3:31])[C:24]([CH:26]4[CH2:28][CH2:27]4)=[O:25])[CH:20]=[CH:21][CH:22]=3)=[CH:15][CH:14]=[N:13][C:12]=12)=[O:7] |f:1.2|. Reported procedure: To a 3.85 g sample of N-[3-[3-(2-furanylcarbonyl)pyrazolo[1,5-a]pyrimidin-7-yl]phenyl]cyclopropanecarboxamide in 40 ml of dimethylformamide is added 0.384 g of 60% sodium hydride in oil. The mixture is stirred at room temperature under argon for one hour and then 0.65 ml of methyl iodide is added. After stirring overnight at room temperature, several drops of acetic acid are added, the mixture poured onto ice-water and extracted with dichloromethane. The extracts are washed with water, dried ove... Starting materials: BrC1=CC=C(CC=2N(C=C(N2)C2=C(C=C(C=C2)Cl)Cl)C2=CC=C(C=C2)N2CC(NS2(=O)=O)=O)C=C1 (5-{-4-[2-(4-Bromo-benzyl)-4-(2,4-dichloro-phenyl)-imidazol-1-yl]-phenyl}-1,2,5-thiadiazolidine-3-one-1,1-dioxide), NC1=CC=C(C=C1)B(O)O (4-aminophenylboronic acid). Product: NC1=CC=C(C=C1)C1=CC=C(C=C1)CC=1N(C=C(N1)C1=C(C=C(C=C1)Cl)Cl)C1=CC=C(C=C1)N1CC(NS1(=O)=O)=O (5-{-4-[2-(4′-amino-biphenyl-4-ylmethyl)-4-(2,4-dichloro-phenyl)-imidazol-1-yl]-phenyl}-1,2,5-thiadiazolidine-3-one-1,1-dioxide). Reaction SMILES: Br[C:2]1[CH:35]=[CH:34][C:5]([CH2:6][C:7]2[N:8]([C:20]3[CH:25]=[CH:24][C:23]([N:26]4[S:30](=[O:32])(=[O:31])[NH:29][C:28](=[O:33])[CH2:27]4)=[CH:22][CH:21]=3)[CH:9]=[C:10]([C:12]3[CH:17]=[CH:16][C:15]([Cl:18])=[CH:14][C:13]=3[Cl:19])[N:11]=2)=[CH:4][CH:3]=1.[NH2:36][C:37]1[CH:42]=[CH:41][C:40](B(O)O)=[CH:39][CH:38]=1>>[NH2:36][C:37]1[CH:42]=[CH:41][C:40]([C:2]2[CH:35]=[CH:34][C:5]([CH2:6][C:7]3[N:8]([C:20]4[CH:25]=[CH:24][C:23]([N:26]5[S:30](=[O:31])(=[O:32])[NH:29][C:28](=[O:33])[CH2:27]5)=[CH:22][CH:21]=4)[CH:9]=[C:10]([C:12]4[CH:17]=[CH:16][C:15]([Cl:18])=[CH:14][C:13]=4[Cl:19])[N:11]=3)=[CH:4][CH:3]=2)=[CH:39][CH:38]=1. Procedure: 5-{-4-[2-(4-Bromo-benzyl)-4-(2,4-dichloro-phenyl)-imidazol-1-yl]-phenyl}-1,2,5-thiadiazolidine-3-one-1,1-dioxide (592 mg, 1 mmol) was treated as described in general procedure G using 4-aminophenylboronic acid (274 mg, 2 mmol) to give 5-{-4-[2-(4′-amino-biphenyl-4-ylmethyl)-4-(2,4-dichloro-phenyl)-imidazol-1-yl]-phenyl}-1,2,5-thiadiazolidine-3-one-1,1-dioxide. RXN SMILES: CC(C)([O-])C.[Na+].Br[CH2:8][CH2:9][CH2:10][CH2:11][CH2:12]Br.[I:14][C:15]1[CH:20]=[CH:19][C:18]([CH2:21][C:22]#[N:23])=[CH:17][CH:16]=1.Cl>O1CCCC1.C1(C)C=CC=CC=1.CN1CCCC1=O.O1CCCC1.CN1CCCC1=O>[I:14][C:15]1[CH:20]=[CH:19][C:18]([C:21]2([C:22]#[N:23])[CH2:12][CH2:11][CH2:10][CH2:9][CH2:8]2)=[CH:17][CH:16]=1 |f:0.1,7.8|. Procedure: N-Methylpyrrolidinone (NMP) (197 mL, Sigma-Aldrich) was added to a suspension of sodium tert-butoxide (124.0 g, Alfa-Aesar) in tetrahydrofuran (THF) (197 mL, Univar) under argon. The mixture was cooled to 0° C. and a solution of 1,5-dibromopentane (87.9 mL, Sigma-Aldrich) and 4-iodophenylacetonitrile (78.4 g) in a 50:50 mixture of NMP/THF (173 mL) was added dropwise keeping the internal temperature below 10° C. The mixture was warmed to room temperature and stirred overnight. 2M hydrochloric aci... The product is IC1=CC=C(C=C1)C1(CCCCC1)C#N (1-(4-iodophenyl)cyclohexanecarbonitrile). Starting materials: BrCCCCCBr (1,5-dibromopentane), IC1=CC=C(C=C1)CC#N (4-iodophenylacetonitrile), Cl (hydrochloric acid), CC(C)([O-])C.[Na+] (sodium tert-butoxide). Run in CN1C(CCC1)=O.O1CCCC1 (NMP THF), C1(=CC=CC=C1)C (toluene), O1CCCC1 (tetrahydrofuran), CN1C(CCC1)=O (N-Methylpyrrolidinone). Conditions: temperature 0 celsius, time 8 hour. The reactants are ClC=1C(=NC=NC1CC)NC1CCC2(COC(O2)COS(=O)(=O)C)CC1 (5-Chloro-6-ethyl-4-(2-methylsulfonyloxymethyl-1,3-dioxaspiro[4.5]dec-8-ylamino)pyrimidine), CN(C=O)C (dimethylformamide), OC1=CC=C(C=C1)OC (4-hydroxyanisole), [H-].[Na+] (sodium hydride), CN(C=O)C (dimethylformamide), [H][H] (hydrogen). Run in O.ClCCl (water dichloromethane). Run at time 6 hour. The product is ClC=1C(=NC=NC1CC)NC1CCC2(OCC(O2)COC2=CC=C(C=C2)OC)CC1 (5-Chloro-6-ethyl-4-[2-(4-methoxyphenoxymethyl)-1,4-dioxaspiro[4.5]dec-8-ylamino]pyrimidine). Reaction SMILES: [OH:1][C:2]1[CH:7]=[CH:6][C:5]([O:8][CH3:9])=[CH:4][CH:3]=1.[H-].[Na+].[H][H].[Cl:14][C:15]1[C:16]([NH:23][CH:24]2[CH2:39][CH2:38][C:27]3([O:31][CH:30]([CH2:32][O:33]S(C)(=O)=O)OC3)[CH2:26][CH2:25]2)=[N:17][CH:18]=[N:19][C:20]=1[CH2:21][CH3:22].[CH3:40]N(C)C=O>O.ClCCl>[Cl:14][C:15]1[C:16]([NH:23][CH:24]2[CH2:25][CH2:26][C:27]3([O:31][CH:30]([CH2:9][O:8][C:5]4[CH:6]=[CH:7][C:2]([O:1][CH3:40])=[CH:3][CH:4]=4)[CH2:32][O:33]3)[CH2:38][CH2:39]2)=[N:17][CH:18]=[N:19][C:20]=1[CH2:21][CH3:22] |f:1.2,6.7|. Reported procedure: 1.17 g (94 mmol) of 4-hydroxyanisole were added, a little at a time, to a suspension of 0.28 g (9.4 mmol) of 80% sodium hydride (dispersion in oil) in 25 ml of dimethylformamide, and the mixture was stirred until the evolution of hydrogen had ceased, a solution of 1.90 g (47 mmol) of 5-chloro-6-ethyl-4-(2-methylsulfonyloxymethyl-1,3-dioxaspiro[4.5]dec-8-ylamino!pyrimidine (Example G) in a small amount of dimethylformamide was subsequently added dropwise, and stirring of the mixture was continued...